This data is from the Open Reaction Database (ORD), a public repository of structured organic reaction records. The task is: describe an organic reaction: reactants, conditions, products, and yield Reactants: NCCCCN1C(=NC=2C(=NC=3C=CC=CC3C21)N)CCOC (1-(4-aminobutyl)-2-(2-methoxyethyl)-1H-imidazo[4,5-c]quinolin-4-amine), N1(C=CC=C1)C1=CC=C(C(=O)O)C=C1 (4-(1-pyrrolyl)benzoic acid). The product is NC1=NC=2C=CC=CC2C2=C1N=C(N2CCCCNC(C2=CC=C(C=C2)N2C=CC=C2)=O)CCOC (N1-{4-[4-amino-2-(2-methoxyethyl)-1H-imidazo[4,5-c]quinolin-1-yl]butyl}-4-(1-pyrrolyl)benzamide). As a reaction SMILES: [NH2:1][CH2:2][CH2:3][CH2:4][CH2:5][N:6]1[C:18]2[C:17]3[CH:16]=[CH:15][CH:14]=[CH:13][C:12]=3[N:11]=[C:10]([NH2:19])[C:9]=2[N:8]=[C:7]1[CH2:20][CH2:21][O:22][CH3:23].[N:24]1([C:29]2[CH:37]=[CH:36][C:32]([C:33](O)=[O:34])=[CH:31][CH:30]=2)[CH:28]=[CH:27][CH:26]=[CH:25]1>>[NH2:19][C:10]1[C:9]2[N:8]=[C:7]([CH2:20][CH2:21][O:22][CH3:23])[N:6]([CH2:5][CH2:4][CH2:3][CH2:2][NH:1][C:33](=[O:34])[C:32]3[CH:36]=[CH:37][C:29]([N:24]4[CH:28]=[CH:27][CH:26]=[CH:25]4)=[CH:30][CH:31]=3)[C:18]=2[C:17]2[CH:16]=[CH:15][CH:14]=[CH:13][C:12]=2[N:11]=1. Reported procedure: According to the general method of Example 50, 1-(4-aminobutyl)-2-(2-methoxyethyl)-1H-imidazo[4,5-c]quinolin-4-amine and 4-(1-pyrrolyl)benzoic acid were combined to provide N1-{4-[4-amino-2-(2-methoxyethyl)-1H-imidazo[4,5-c]quinolin-1-yl]butyl}-4-(1-pyrrolyl)benzamide as an off white powder, m.p. 173.0-174.9° C. 1H NMR (300 MHz, DMSO-d6) δ 8.52 (t, J=5.5 Hz, 1H), 8.02 (d, J=7.9 Hz, 1H), 7.90 (d, J=8.7 Hz, 2H), 7.67 (d, J=8.7 Hz, 2H), 7.61 (dd, J=8.4, 1.1 Hz, 1H), 7.48 (t, J=2.2 Hz, 2H), 7.39 (m,... The reactants are C(C)(C)(C)OC(NC=1SC=C(N1)CC(=O)N1CCN(CC1)C1CCN(CC1)C)=O ((4-{2-[4-(1-methyl-piperidin-4-yl)-piperazin-1-yl]-2-oxo-ethyl}-thiazol-2-yl)-carbamic acid tert-butyl ester), Br (HBr). The solvent is CCOCC (Et2O), C(C)(=O)O (acetic acid). Run at time 4 hour. The product is Br.Br.Br.NC=1SC=C(N1)CC(=O)N1CCN(CC1)C1CCN(CC1)C (2-(2-amino-thiazol-4-yl)-1-[4-(1-methyl-piperidin-4-yl)-piperazin-1-yl]-ethanone trihydrobromide). Reaction SMILES: C(OC(=O)[NH:7][C:8]1[S:9][CH:10]=[C:11]([CH2:13][C:14]([N:16]2[CH2:21][CH2:20][N:19]([CH:22]3[CH2:27][CH2:26][N:25]([CH3:28])[CH2:24][CH2:23]3)[CH2:18][CH2:17]2)=[O:15])[N:12]=1)(C)(C)C.[BrH:30]>C(O)(=O)C.CCOCC>[BrH:30].[BrH:30].[BrH:30].[NH2:7][C:8]1[S:9][CH:10]=[C:11]([CH2:13][C:14]([N:16]2[CH2:17][CH2:18][N:19]([CH:22]3[CH2:27][CH2:26][N:25]([CH3:28])[CH2:24][CH2:23]3)[CH2:20][CH2:21]2)=[O:15])[N:12]=1 |f:4.5.6.7|. Procedure details: 47.2 To a stirred suspension of 3.9 g (4-{2-[4-(1-methyl-piperidin-4-yl)-piperazin-1-yl]-2-oxo-ethyl}-thiazol-2-yl)-carbamic acid tert-butyl ester was added 40 ml of 33% HBr in acetic acid. The reaction mixture was stirred at r.t. for 4 h. The mixture was left overnight in the fridge. Then it was concentrated to leave an off-white solid which was suspended in 50 ml Et2O, triturated and stirred at r.t. for 3 h. The product was collected by filtration, washed with Et2O and dried to give 5.6 g 2-(2... The reactants are CCOc1cc(C(C)(C)C)ncc1C1=NC(C)(c2ccc(Cl)cc2)C(C)(c2ccc(Cl)cc2)N1C(=O)N1CCC(CC(=O)O)CC1, CC1CCCCN1. Product: CCOc1cc(C(C)(C)C)ncc1C1=NC(C)(c2ccc(Cl)cc2)C(C)(c2ccc(Cl)cc2)N1C(=O)N1CCC(CC(=O)N2CCCCC2C)CC1. Reaction SMILES: [C:1]([CH3:2])([CH3:3])([CH3:4])[c:5]1[cH:6][c:7]([O:44][CH2:45][CH3:46])[c:8]([C:11]2=[N:15][C:14]([CH3:16])([c:17]3[cH:18][cH:19][c:20]([Cl:23])[cH:21][cH:22]3)[C:13]([CH3:24])([c:25]3[cH:26][cH:27][c:28]([Cl:31])[cH:29][cH:30]3)[N:12]2[C:32](=[O:33])[N:34]2[CH2:35][CH2:36][CH:37]([CH2:40][C:41](=[O:42])[OH:43])[CH2:38][CH2:39]2)[cH:9][n:10]1.[CH3:47][CH:48]1[NH:49][CH2:50][CH2:51][CH2:52][CH2:53]1>>[C:1]([CH3:2])([CH3:3])([CH3:4])[c:5]1[cH:6][c:7]([O:44][CH2:45][CH3:46])[c:8]([C:11]2=[N:15][C:14]([CH3:16])([c:17]3[cH:18][cH:19][c:20]([Cl:23])[cH:21][cH:22]3)[C:13]([CH3:24])([c:25]3[cH:26][cH:27][c:28]([Cl:31])[cH:29][cH:30]3)[N:12]2[C:32](=[O:33])[N:34]2[CH2:35][CH2:36][CH:37]([CH2:40][C:41](=[O:43])[N:49]3[CH:48]([CH3:47])[CH2:53][CH2:52][CH2:51][CH2:50]3)[CH2:38][CH2:39]2)[cH:9][n:10]1. The reactants are ClCCCl, CCN(C(C)C)C(C)C, O=C(O)COc1ccc(I)cc1, NC(=O)c1cccc(N)c1, CN(C)C=O, On1nnc2ccccc21. Product: NC(=O)c1cccc(NC(=O)COc2ccc(I)cc2)c1. Reaction SMILES: [CH2:23]([Cl:24])[CH2:25][Cl:26].[CH:37]([N:38]([CH2:39][CH3:40])[CH:41]([CH3:42])[CH3:43])([CH3:44])[CH3:45].[I:1][c:2]1[cH:3][cH:4][c:5]([O:6][CH2:7][C:8](=[O:9])[OH:10])[cH:11][cH:12]1.[NH2:13][c:14]1[cH:15][c:16]([C:17](=[O:18])[NH2:19])[cH:20][cH:21][cH:22]1.[O:46]=[CH:47][N:48]([CH3:49])[CH3:50].[OH:27][n:28]1[c:29]2[cH:30][cH:31][cH:32][cH:33][c:34]2[n:35][n:36]1>>[I:1][c:2]1[cH:3][cH:4][c:5]([O:6][CH2:7][C:8](=[O:10])[NH:13][c:14]2[cH:15][c:16]([C:17](=[O:18])[NH2:19])[cH:20][cH:21][cH:22]2)[cH:11][cH:12]1. Starting materials: C(C1=CN=CC=C1)(=S)N (thionicotinamide), CO (MeOH), N1=CC=CC=C1 (pyridine). Run at temperature 72.5 celsius. Yields the product C(C)(=O)C1=C(N=C(S1)C=1C=NC=CC1)C (5-acetyl-4-methyl-2-(3-pyridyl)-thiazol). RXN SMILES: [C:1]([NH2:9])(=[S:8])[C:2]1[CH:7]=[CH:6][CH:5]=[N:4][CH:3]=1.N1[CH:15]=[CH:14][CH:13]=[CH:12][CH:11]=1.C[OH:17]>>[C:12]([C:13]1[S:8][C:1]([C:2]2[CH:3]=[N:4][CH:5]=[CH:6][CH:7]=2)=[N:9][C:14]=1[CH3:15])(=[O:17])[CH3:11]. Procedure: A mixture of 5-chloro-pentadione (5.12 g, 38 mmol) and thionicotinamide (5.25 g, 38 mmol) in MeOH (10 mL) was treated with pyridine (3 mL). The reaction mixture was heated at 70-75° C. for 5 h. The solvent was evaporated. The resulting solid was filtered and washed with EtOAc/MeOH to afford 4.33 g 5-acetyl-4-methyl-2-(3-pyridyl)-thiazol as a yellow solid, which was subjected to the next reaction without further purification. A mixture of this material (2.0 g) and N,N-dimethylformamide dimethyl a... Reactants: BrC=1C(=CC(=NC1)C(=O)OC)C(=O)OC (dimethyl 5-bromo-2,4-pyridinedicarboxylate), C(C1=CC=CC=C1)NCC#C (N-benzylpropargylamine). The solvent is C(Cl)Cl (methylene chloride). Conditions: time 15 minute. The product is C(C1=CC=CC=C1)NCC#CC=1C(=CC(=NC1)C(=O)OC)C(=O)OC (dimethyl 5-(N-benzylamino-1-propinyl) -pyridine-2,4-dicarboxylate). Reaction SMILES: Br[C:2]1[C:3]([C:12]([O:14][CH3:15])=[O:13])=[CH:4][C:5]([C:8]([O:10][CH3:11])=[O:9])=[N:6][CH:7]=1.[CH2:16]([NH:23][CH2:24][C:25]#[CH:26])[C:17]1[CH:22]=[CH:21][CH:20]=[CH:19][CH:18]=1>C(Cl)Cl>[CH2:16]([NH:23][CH2:24][C:25]#[C:26][C:2]1[C:3]([C:12]([O:14][CH3:15])=[O:13])=[CH:4][C:5]([C:8]([O:10][CH3:11])=[O:9])=[N:6][CH:7]=1)[C:17]1[CH:22]=[CH:21][CH:20]=[CH:19][CH:18]=1. Procedure details: 2 g of dimethyl 5-bromodicarboxylate (from Example 3) and 1.25 g of N-benzylpropargylamine are dissolved in methylene chloride in a flask flushed with argon, and 3.4 ml of triethylamine are added dropwise. The mixture is stirred at room temperature for 15 minutes, 25 mg of ((C6H5)3P)2PdCl2 and 4 mg of CuI are added and the mixture is boiled under reflux for 36 hours. After cooling, the mixture is diluted with methylene chloride and washed with water and sodium chloride solution and the combined ... Starting materials: Cl (HCl), C(C)OC([C@@H](C)OC1=NC(=NC(=C1)Cl)SCC1=C(C(=CC=C1)F)F)=O (2-[[6-chloro-2-[[(2,3-difluorophenyl)methyl]thio]-4-pyrimidinyl]oxy]-(2R)-propanoic acid ethyl ester), C(C)OC([C@@H](C)OC1=NC(=NC(=C1)NS(=O)(=O)N1CCC1)SCC1=C(C(=CC=C1)F)F)=O (2-[[6-[(1-azetidinylsulfonyl)amino]-2-[[(2,3-difluorophenyl)methyl]thio]-4-pyrimidinyl]oxy]-(2R)-propanoic acid ethyl ester), [OH-].[Na+] (sodium hydroxide). The solvent is CO (methanol). Run at time 16 hour. The product is N1(CCC1)S(=O)(=O)NC1=CC(=NC(=N1)SCC1=C(C(=CC=C1)F)F)O[C@@H](C(=O)O)C (2-[[6-[(1-azetidinylsulfonyl)amino]-2-[[(2,3-difluorophenyl)methyl]thio]-4-pyrimidinyl]oxy]-(2R)-propanoic acid). Reaction SMILES: C(OC(=O)[C@H](OC1C=C(Cl)N=C(SCC2C=CC=C(F)C=2F)N=1)C)C.C([O:28][C:29](=[O:57])[C@H:30]([O:32][C:33]1[CH:38]=[C:37]([NH:39][S:40]([N:43]2[CH2:46][CH2:45][CH2:44]2)(=[O:42])=[O:41])[N:36]=[C:35]([S:47][CH2:48][C:49]2[CH:54]=[CH:53][CH:52]=[C:51]([F:55])[C:50]=2[F:56])[N:34]=1)[CH3:31])C.[OH-].[Na+].Cl>CO>[N:43]1([S:40]([NH:39][C:37]2[N:36]=[C:35]([S:47][CH2:48][C:49]3[CH:54]=[CH:53][CH:52]=[C:51]([F:55])[C:50]=3[F:56])[N:34]=[C:33]([O:32][C@H:30]([CH3:31])[C:29]([OH:57])=[O:28])[CH:38]=2)(=[O:42])=[O:41])[CH2:46][CH2:45][CH2:44]1 |f:2.3|. Reported procedure: To a solution of 2-[[6-chloro-2-[[(2,3-difluorophenyl)methyl]thio]-4-pyrimidinyl]oxy]-(2R)-propanoic acid ethyl ester (the product of example 23) (0.24 g) in methanol (1 mL) was added 1M aqueous sodium hydroxide (1 mL). The resulting mixture was stirred at ambient temperature for 16 h. The reaction mixture was acidified using 2M aqueous HCl, then extracted with EtOAc (×2). The combined organics were washed with brine then dried (MgSO4), filtered and evaporated. The resulting oil was triturated w... Starting materials: C(C)C=1N(C(C(=C(N1)CCC)CC1=CC=C(C=C1)C=1C(=CC=CC1)C#N)=O)C1=CC=C(C=C1)OC (4′-{[2-ethyl-1-(4-methoxyphenyl)-6-oxo-4-propyl-1,6-dihydropyrimidin-5-yl]methyl}biphenyl-2-carbonitrile), B(Br)(Br)Br (boron tribromide), C(C)(=O)OCC (ethyl acetate), O (water). The solvent is ClCCl (dichloromethane). Run at time 18 hour. The product is C(C)C=1N(C(C(=C(N1)CCC)CC1=CC=C(C=C1)C=1C(=CC=CC1)C#N)=O)C1=CC=C(C=C1)O (4′-{[2-ethyl-1-(4-hydroxyphenyl)-6-oxo-4-propyl-1,6-dihydropyrimidin-5-yl]methyl}biphenyl-2-carbonitrile). Isolated yield 87.0%. As a reaction SMILES: [CH2:1]([C:3]1[N:4]([C:28]2[CH:33]=[CH:32][C:31]([O:34]C)=[CH:30][CH:29]=2)[C:5](=[O:27])[C:6]([CH2:12][C:13]2[CH:18]=[CH:17][C:16]([C:19]3[C:20]([C:25]#[N:26])=[CH:21][CH:22]=[CH:23][CH:24]=3)=[CH:15][CH:14]=2)=[C:7]([CH2:9][CH2:10][CH3:11])[N:8]=1)[CH3:2].B(Br)(Br)Br.C(OCC)(=O)C.O>ClCCl>[CH2:1]([C:3]1[N:4]([C:28]2[CH:33]=[CH:32][C:31]([OH:34])=[CH:30][CH:29]=2)[C:5](=[O:27])[C:6]([CH2:12][C:13]2[CH:18]=[CH:17][C:16]([C:19]3[C:20]([C:25]#[N:26])=[CH:21][CH:22]=[CH:23][CH:24]=3)=[CH:15][CH:14]=2)=[C:7]([CH2:9][CH2:10][CH3:11])[N:8]=1)[CH3:2]. Reported procedure: To a solution of 4′-{[2-ethyl-1-(4-methoxyphenyl)-6-oxo-4-propyl-1,6-dihydropyrimidin-5-yl]methyl}biphenyl-2-carbonitrile (26.2 g) in dichloromethane (100 mL) was added dropwise boron tribromide (1.0 M dichloromethane solution, 170 mL) at 0° C. After stirring for 18 hr, ethyl acetate and water were added, and the mixture was extracted with ethyl acetate. The organic layer was washed with saturated sodium hydrogen carbonate and saturated brine, and dried over anhydrous magnesium sulfate. The solv...